From a dataset of the Open Reaction Database (ORD), a public repository of structured organic reaction records. describe an organic reaction: reactants, conditions, products, and yield Starting materials: CS(=O)(=O)C (dimethylsulfone), COC(C1=CC(=C(C(=C1)OC)NC)OC)=O (3,5-dimethoxy-4-(methylamino)-benzoic acid methyl ester), [H-].[Na+] (sodium hydride), CS(=O)C (dimethylsulfoxide). Solvent: C(C)(=O)O (acetic acid), O (water). Run at temperature 25 celsius, time 30 minute. Yields the product COC=1C=C(C=C(C1NC)OC)C(CS(=O)(=O)C)=O (3',5'-dimethoxy-4'-(methylamino)-2-(methylsulfonyl)-acetophenone). Reaction SMILES: [CH3:1][S:2]([CH3:5])(=[O:4])=[O:3].[H-].[Na+].CS(C)=O.C[O:13][C:14](=O)[C:15]1[CH:20]=[C:19]([O:21][CH3:22])[C:18]([NH:23][CH3:24])=[C:17]([O:25][CH3:26])[CH:16]=1>C(O)(=O)C.O>[CH3:26][O:25][C:17]1[CH:16]=[C:15]([C:14](=[O:13])[CH2:1][S:2]([CH3:5])(=[O:4])=[O:3])[CH:20]=[C:19]([O:21][CH3:22])[C:18]=1[NH:23][CH3:24] |f:1.2|. Reported procedure: A suspension of 44.2 g. of dimethylsulfone and 16 g. of sodium hydride (50% dispersion in oil) in 150 ml. of absolute dimethylsulfoxide was stirred at 50° C. for 4 hours under an atmosphere of nitrogen and the exclusion of moisture. 30.4 g. of 3,5-dimethoxy-4-(methylamino)-benzoic acid methyl ester were added and the mixture was stirred at 80° C. for 10 minutes and at 25° C. for 30 minutes. The mixture was then dissolved in 600 ml. of water and the solution was made neutral by the addition of gl... Starting materials: CCOC(C)=O, CN(C)C=O, CC(C)(C)OC(=O)CCC(CCCI)CCCCNS(=O)(=O)c1ccc(Cl)cc1, c1c[nH]cn1. Product: CC(C)(C)OC(=O)CCC(CCCCNS(=O)(=O)c1ccc(Cl)cc1)CCCn1ccnc1. RXN SMILES: [CH3:35][CH2:36][O:37][C:38](=[O:39])[CH3:40].[CH3:41][N:42]([CH3:43])[CH:44]=[O:45].[Cl:1][c:2]1[cH:3][cH:4][c:5]([S:8](=[O:9])(=[O:10])[NH:11][CH2:12][CH2:13][CH2:14][CH2:15][CH:16]([CH2:17][CH2:18][C:19](=[O:20])[O:21][C:22]([CH3:23])([CH3:24])[CH3:25])[CH2:26][CH2:27][CH2:28][I:29])[cH:6][cH:7]1.[nH:30]1[cH:31][n:32][cH:33][cH:34]1>>[Cl:1][c:2]1[cH:3][cH:4][c:5]([S:8](=[O:9])(=[O:10])[NH:11][CH2:12][CH2:13][CH2:14][CH2:15][CH:16]([CH2:17][CH2:18][C:19](=[O:20])[O:21][C:22]([CH3:23])([CH3:24])[CH3:25])[CH2:26][CH2:27][CH2:28][n:30]2[cH:31][n:32][cH:33][cH:34]2)[cH:6][cH:7]1. The reactants are CN(C)C=O (DMF), FC1=CC=C(C(=O)C2CCN(CC2)CCCCN2C(NC=3C(C2=O)=CSC3)=O)C=C1 (3-[4-[4-(4-fluorobenzoyl)piperidin-1-yl]butyl]thieno[3,4-d]pyrimidine-2,4-dione), material, C(C=C)(=O)OC (methyl acrylate). Solvent: CCOCC.CCCCCC (ether hexane). Product: title compound, FC1=CC=C(C(=O)C2CCN(CC2)CCCCN2C(N(C=3C(C2=O)=CSC3)CCC(=O)OC)=O)C=C1 (methyl 3-[3-[4-[4-(4-fluorobenzoyl)piperidin-1-yl]butyl]-2,4-dioxothieno[3,4-d]pyrimidin-1-yl]propanoate). Isolated yield 64.6%. Reaction SMILES: [F:1][C:2]1[CH:30]=[CH:29][C:5]([C:6]([CH:8]2[CH2:13][CH2:12][N:11]([CH2:14][CH2:15][CH2:16][CH2:17][N:18]3[C:23](=[O:24])[C:22]4=[CH:25][S:26][CH:27]=[C:21]4[NH:20][C:19]3=[O:28])[CH2:10][CH2:9]2)=[O:7])=[CH:4][CH:3]=1.[C:31]([O:35][CH3:36])(=[O:34])[CH:32]=[CH2:33].CN(C=O)C>CCOCC.CCCCCC>[F:1][C:2]1[CH:3]=[CH:4][C:5]([C:6]([CH:8]2[CH2:13][CH2:12][N:11]([CH2:14][CH2:15][CH2:16][CH2:17][N:18]3[C:23](=[O:24])[C:22]4=[CH:25][S:26][CH:27]=[C:21]4[N:20]([CH2:33][CH2:32][C:31]([O:35][CH3:36])=[O:34])[C:19]3=[O:28])[CH2:10][CH2:9]2)=[O:7])=[CH:29][CH:30]=1 |f:3.4|. Procedure: The title compound was prepared by starting with 3-[4-[4-(4-fluorobenzoyl)piperidin-1-yl]butyl]thieno[3,4-d]pyrimidine-2,4-dione. This material (2.91 g, 6.8 mmol) was reacted with methyl acrylate as described in Example 1 using DMF as the solvent to produce 2.26 g (64.6%) of methyl 3-[3-[4-[4-(4-fluorobenzoyl)piperidin-1-yl]butyl]-2,4-dioxothieno[3,4-d]pyrimidin-1-yl]propanoate as a creamed-colored solid after trituration with ether/hexane, mp 102.5°-103.5° C. Starting materials: ClCCC(O[Si](C)(C)C(C)(C)C)CC (3-chloro-1-ethylpropoxy(1,1-dimethylethyl)dimethylsilane), [Mg] (magnesium), solution, Li2CuCl4, ClC1C=CCC1 (3-chlorocyclopentene). Solvent: O1CCCC1 (tetrahydrofuran), O1CCCC1 (tetrahydrofuran), O1CCCC1 (tetrahydrofuran). Product: C1(C=CCC1)CCC(O[Si](C)(C)C(C)(C)C)CC ([3-(2-cyclopenten-1-yl)-1-ethylpropoxy](1,1-dimethylethyl)dimethylsilane). As a reaction SMILES: Cl[CH2:2][CH2:3][CH:4]([CH2:13][CH3:14])[O:5][Si:6]([C:9]([CH3:12])([CH3:11])[CH3:10])([CH3:8])[CH3:7].[Mg].Cl[CH:17]1[CH2:21][CH2:20][CH:19]=[CH:18]1>O1CCCC1>[CH:21]1([CH2:2][CH2:3][CH:4]([CH2:13][CH3:14])[O:5][Si:6]([C:9]([CH3:12])([CH3:11])[CH3:10])([CH3:8])[CH3:7])[CH2:20][CH2:19][CH:18]=[CH:17]1. Procedure: Further following the procedure described in Example 6B, substituting 3-chloro-1-ethylpropoxy(1,1-dimethylethyl)dimethylsilane (78 g, 0.33 moles) diluted in tetrahydrofuran (100 ml), granular magnesium (24 g, 1.00 moles), tetrahydrofuran (100 ml), 0.1M solution of Li2CuCl4 (1.0 mmole), and 3-chlorocyclopentene (33 g, 0.33 moles) dissolved in tetrahydrofuran (50 ml), one obtains [3-(2-cyclopenten-1-yl)-1-ethylpropoxy](1,1-dimethylethyl)dimethylsilane. The crude product is distilled under reduced ... Starting materials: 4-nitrophenyloxycarbonyloxyethyl polystyrene, FC=1C=C2C(=CNC2=CC1)C1CCN(CC1)C(=O)OC(C)(C)C (5-fluoro-3-(1-tert-butoxycarbonylpiperidin-4-yl)-1H-indole), C(C)(C)N(CC)C(C)C (diisopropylethylamine), CN(C=O)C (dimethyl formamide), C(C)(C)N(CC)C(C)C (diisopropylethylamine), CS(=O)(=O)OCCC1=C(C=CC(=C1)[N+](=O)[O-])C (2-(2-methanesulfonyloxyethyl)-1-methyl-4-nitrobenzene). The reagents and catalysts are CN(C1=CC=NC=C1)C (4-dimethylaminopyridine). Solvent: C(C)#N (Acetonitrile). Conditions: temperature 90 celsius, time 20 hour. The product is NC=1C=CC(=C(C1)CCN1CCC(CC1)C1=CNC2=CC=C(C=C12)F)C (3-{1-[2-(5-amino-2-methylphenyl)ethyl]piperidin-4-yl}-5-fluoro-1H-indole). Yield: 221.3%. As a reaction SMILES: [F:1][C:2]1[CH:3]=[C:4]2[C:8](=[CH:9][CH:10]=1)[NH:7][CH:6]=[C:5]2[CH:11]1[CH2:16][CH2:15][N:14]([C:17](OC(C)(C)C)=O)[CH2:13][CH2:12]1.C(N(C(C)C)CC)(C)C.CN(C)C=O.CS(OC[CH2:44][C:45]1[CH:50]=[C:49]([N+:51]([O-])=O)[CH:48]=[CH:47][C:46]=1[CH3:54])(=O)=O>CN(C)C1C=CN=CC=1.C(#N)C>[NH2:51][C:49]1[CH:48]=[CH:47][C:46]([CH3:54])=[C:45]([CH2:44][CH2:17][N:14]2[CH2:13][CH2:12][CH:11]([C:5]3[C:4]4[C:8](=[CH:9][CH:10]=[C:2]([F:1])[CH:3]=4)[NH:7][CH:6]=3)[CH2:16][CH2:15]2)[CH:50]=1. Reported procedure: A 100 mL round bottom flask was charged with 4-nitrophenyloxycarbonyloxyethyl polystyrene (6.6 g, 7.1 mmol), 5-fluoro-3-(1-tert-butoxycarbonylpiperidin-4-yl)-1H-indole (2.7 g, 8.1 mmol), diisopropylethylamine (6.2 mL, 35.6 mmol), 4-dimethylaminopyridine (0.87 g, 7.1 mmol), and dry dimethyl formamide (85 mL). The mixture was stirred at 90° C. for 20 h. After cooling to room temperature, the resin was filtered off and washed with dry dimethyl formamide (3×25 mL), dry acetonitrile (3×25 mL) and dry... Starting materials: C(CCC)[Li] (n-Butyllithium), [Si](C)(C)(C(C)(C)C)OC[C@@H]1[C@@H](N(C(O1)(C)C)C(=O)OC(C)(C)C)CC=1N=CSC1 ((4S,5S)-Tert-butyl 5-((tert-butyldimethylsilyloxy)methyl)-2,2-dimethyl-4-(thiazol-4-ylmethyl)oxazolidine-3-carboxylate), IC (iodomethane). Solvent: C1CCOC1 (THF). Conditions: temperature -50 celsius, time 40 minute. Product: [Si](C)(C)(C(C)(C)C)OC[C@@H]1[C@@H](N(C(O1)(C)C)C(=O)OC(C)(C)C)CC=1N=C(SC1)C ((4S,5S)-tert-butyl 5-((tert-butyldimethylsilyloxy)methyl)-2,2-dimethyl-4-((2-methylthiazol-4-yl)methyl)oxazolidine-3-carboxylate). Reaction SMILES: [Si:1]([O:8][CH2:9][C@H:10]1[O:14][C:13]([CH3:16])([CH3:15])[N:12]([C:17]([O:19][C:20]([CH3:23])([CH3:22])[CH3:21])=[O:18])[C@H:11]1[CH2:24][C:25]1[N:26]=[CH:27][S:28][CH:29]=1)([C:4]([CH3:7])([CH3:6])[CH3:5])([CH3:3])[CH3:2].[CH2:30]([Li])CCC.IC>C1COCC1>[Si:1]([O:8][CH2:9][C@H:10]1[O:14][C:13]([CH3:15])([CH3:16])[N:12]([C:17]([O:19][C:20]([CH3:21])([CH3:23])[CH3:22])=[O:18])[C@H:11]1[CH2:24][C:25]1[N:26]=[C:27]([CH3:30])[S:28][CH:29]=1)([C:4]([CH3:5])([CH3:6])[CH3:7])([CH3:2])[CH3:3]. Procedure: (4S,5S)-Tert-butyl 5-((tert-butyldimethylsilyloxy)methyl)-2,2-dimethyl-4-(thiazol-4-ylmethyl)oxazolidine-3-carboxylate (0.100 g, 0.23 mmol) was dissolved in THF (2.5 mL) and cooled to −78° C. n-Butyllithium (0.12 ml, 0.29 mmol) was added and the reaction was stirred at −50° C. for 40 minutes followed by the addition of iodomethane (0.018 ml, 0.29 mmol). After stirring 40 minutes the reaction was quenched with saturated ammonium chloride and extracted with ethyl acetate. The combined organic laye... The reactants are O=C(O)CCCCCCCCCCCCC(=O)O, C(=NC1CCCCC1)=NC1CCCCC1, C1CCOC1, C1CCOC1, O=C1CCC(=O)N1O. Yields the product O=C(O)CCCCCCCCCCCCC(=O)ON1C(=O)CCC1=O. Reaction SMILES: [C:1]([CH2:2][CH2:3][CH2:4][CH2:5][CH2:6][CH2:7][CH2:8][CH2:9][CH2:10][CH2:11][CH2:12][CH2:13][C:14](=[O:15])[OH:16])(=[O:17])[OH:18].[CH:32]1([N:33]=[C:34]=[N:35][CH:36]2[CH2:37][CH2:38][CH2:39][CH2:40][CH2:41]2)[CH2:42][CH2:43][CH2:44][CH2:45][CH2:46]1.[O:19]1[CH2:20][CH2:21][CH2:22][CH2:23]1.[O:47]1[CH2:48][CH2:49][CH2:50][CH2:51]1.[OH:24][N:25]1[C:26](=[O:31])[CH2:27][CH2:28][C:29]1=[O:30]>>[C:1]([CH2:2][CH2:3][CH2:4][CH2:5][CH2:6][CH2:7][CH2:8][CH2:9][CH2:10][CH2:11][CH2:12][CH2:13][C:14](=[O:15])[OH:16])(=[O:17])[O:18][N:25]1[C:26](=[O:31])[CH2:27][CH2:28][C:29]1=[O:30].